Dataset: the Open Reaction Database (ORD), a public repository of structured organic reaction records. Task: describe an organic reaction: reactants, conditions, products, and yield Starting materials: ClC1=NC(=CC=2N1N=C(N2)C(=O)OCC)C2=CC=C(C=C2)C(F)(F)F (Ethyl 5-chloro-7-[4-(trifluoromethyl)phenyl][1,2,4]triazolo[1,5-c]pyrimidine-2-carboxylate), FC(C(=O)O)(F)F.NCCNC1=NC=C(C#N)C=C1 (6-[(2-Aminoethyl)amino]nicotinonitrile trifluoroacetate), CCN(C(C)C)C(C)C (DIEA). Run in CS(=O)C (DMSO). Yields the product C(#N)C=1C=CC(=NC1)NCCNC1=NC(=CC=2N1N=C(N2)C(=O)OCC)C2=CC=C(C=C2)C(F)(F)F (Ethyl 5-({2-[(5-cyanopyridin-2-yl)amino]ethyl}amino)-7-[4-(trifluoromethyl)phenyl][1,2,4]-triazolo[1,5-c]pyrimidine-2-carboxylate). Reaction SMILES: Cl[C:2]1[N:7]2[N:8]=[C:9]([C:11]([O:13][CH2:14][CH3:15])=[O:12])[N:10]=[C:6]2[CH:5]=[C:4]([C:16]2[CH:21]=[CH:20][C:19]([C:22]([F:25])([F:24])[F:23])=[CH:18][CH:17]=2)[N:3]=1.FC(F)(F)C(O)=O.[NH2:33][CH2:34][CH2:35][NH:36][C:37]1[CH:44]=[CH:43][C:40]([C:41]#[N:42])=[CH:39][N:38]=1.CCN(C(C)C)C(C)C>CS(C)=O>[C:41]([C:40]1[CH:43]=[CH:44][C:37]([NH:36][CH2:35][CH2:34][NH:33][C:2]2[N:7]3[N:8]=[C:9]([C:11]([O:13][CH2:14][CH3:15])=[O:12])[N:10]=[C:6]3[CH:5]=[C:4]([C:16]3[CH:21]=[CH:20][C:19]([C:22]([F:25])([F:24])[F:23])=[CH:18][CH:17]=3)[N:3]=2)=[N:38][CH:39]=1)#[N:42] |f:1.2|. Reported procedure: 200 mg (0.52 mmol) of ethyl 5-chloro-7-(4-trifluoromethylphenyl)[1,2,4]triazolo[1,5-c]pyrimidine-2-carboxylate (Example 149A) and 123 mg (0.62 mmol) of 6-[(2-aminoethyl)amino]pyridine-3-carbonitrile (Example 13A) are introduced into DMSO (2 ml), 0.54 ml (3.1 mmol) of DIEA is added, and the reaction solution is irradiated in a microwave reactor at 90° C. for 30 min. The reaction mixture is purified by preparative HPLC. 98 mg (38% of theory) of the product are obtained as a solid. The reactants are C(C1=CC=CC=C1)(=O)[O-] (benzoate), C1(=CC=CC=C1)S(=O)(=O)NC1=C(C=C(C=C1)C(F)(F)F)NCC1=CC=C(C(=O)OC)C=C1 (methyl 4-(2-phenylsulfonylamino-5-trifluoromethyl-phenylaminomethyl)benzoate), [H-].[Na+] (Sodium hydride), CI (methyl iodide). Run in CN(C)C=O (DMF). Run at temperature 60 celsius, time 24 hour. Yields the product CN(C1=C(C=CC(=C1)C(F)(F)F)N(C(C)C)S(=O)(=O)C1=CC=CC=C1)CC1=CC=C(C(=O)OC)C=C1 (Methyl 4-[N-methyl-[2-(N-isopropyl-phenylsulfonylamino)-5-trifluoromethylphenyl]aminomethyl]benzoate). As a reaction SMILES: [C:1]([O-])(=O)[C:2]1C=CC=C[CH:3]=1.[C:10]1([S:16]([NH:19][C:20]2[CH:25]=[CH:24][C:23]([C:26]([F:29])([F:28])[F:27])=[CH:22][C:21]=2[NH:30][CH2:31][C:32]2[CH:41]=[CH:40][C:35]([C:36]([O:38][CH3:39])=[O:37])=[CH:34][CH:33]=2)(=[O:18])=[O:17])[CH:15]=[CH:14][CH:13]=[CH:12][CH:11]=1.[H-].[Na+].[CH3:44]I>CN(C=O)C>[CH3:44][N:30]([CH2:31][C:32]1[CH:33]=[CH:34][C:35]([C:36]([O:38][CH3:39])=[O:37])=[CH:40][CH:41]=1)[C:21]1[CH:22]=[C:23]([C:26]([F:29])([F:28])[F:27])[CH:24]=[CH:25][C:20]=1[N:19]([S:16]([C:10]1[CH:11]=[CH:12][CH:13]=[CH:14][CH:15]=1)(=[O:17])=[O:18])[CH:2]([CH3:3])[CH3:1] |f:2.3|. Procedure details: Methyl 4-[2-(N-isopropyl-phenylsulfonylamino)-5-trifluoromethyl-phenyl]aminomethyl]benzoate (200 mg) prepared by the same procedure as Example 17 by using methyl 4-(2-phenylsulfonylamino-5-trifluoromethyl-phenylaminomethyl)benzoate (prepared in Example 27) was dissolved in DMF (5 ml). Sodium hydride (64 mg) and methyl iodide (200 μl) were added thereto. The mixture was stirred for 24 hours at 60° C. The reaction mixture was extracted with H2O-AcOEt, washed, dried over, filtered and concentrated ...